From a dataset of the Open Reaction Database (ORD), a public repository of structured organic reaction records. describe an organic reaction: reactants, conditions, products, and yield RXN SMILES: [C:13]([CH3:14])(=[O:15])[c:16]1[c:17](=[O:25])[n:18]([CH3:24])[c:19]([CH3:23])[cH:20][c:21]1[OH:22].[OH:1][CH2:2][CH2:3][O:4][c:5]1[cH:6][c:7]([CH:8]=[O:9])[cH:10][cH:11][cH:12]1>>[OH:1][CH2:2][CH2:3][O:4][c:5]1[cH:6][c:7]([CH:8]=[CH:14][C:13](=[O:15])[c:16]2[c:17](=[O:25])[n:18]([CH3:24])[c:19]([CH3:23])[cH:20][c:21]2[OH:22])[cH:10][cH:11][cH:12]1. Product: Cc1cc(O)c(C(=O)C=Cc2cccc(OCCO)c2)c(=O)n1C. Starting materials: CC(=O)c1c(O)cc(C)n(C)c1=O, O=Cc1cccc(OCCO)c1. Starting materials: CNC(=O)C=1C=C(C(=O)OC)C=CC1 (methyl 3-[(methylamino)carbonyl]benzoate), [H-].[Al+3].[Li+].[H-].[H-].[H-] (lithium aluminum hydride), O (water), [OH-].[Na+] (NaOH), O (water). The solvent is C1CCOC1 (THF), C1CCOC1 (THF). Yields the product CNCC=1C=C(C=CC1)CO (3-[(Methylamino)methyl]phenylmethanol). Reaction SMILES: [CH3:1][NH:2][C:3]([C:5]1[CH:6]=[C:7]([CH:12]=[CH:13][CH:14]=1)[C:8](OC)=[O:9])=O.[H-].[Al+3].[Li+].[H-].[H-].[H-].O.[OH-].[Na+]>C1COCC1>[CH3:1][NH:2][CH2:3][C:5]1[CH:6]=[C:7]([CH2:8][OH:9])[CH:12]=[CH:13][CH:14]=1 |f:1.2.3.4.5.6,8.9|. Procedure: A stirred solution of methyl 3-[(methylamino)carbonyl]benzoate (preparation 11) (5.0 g, 20.7 mmol) in THF (120 ml) was treated dropwise with a solution of lithium aluminum hydride (1M, 30 ml,30 mmol) in THF. The resultant slurry was stirred under reflux overnight, cooled and treated with water (1.1 ml), 15%NaOH (1.8 ml) and water (2.5 ml). The resultant gel was removed by filtration, the liquors concentrated in vacuo and taken up in ethyl acetate (120 ml). The organic layer was washed with sat a...